This data is from the Open Reaction Database (ORD), a public repository of structured organic reaction records. The task is: describe an organic reaction: reactants, conditions, products, and yield Procedure details: To a dry 100 mL round-bottom flask was added absolute ethanol (50 mL) and the solution cooled to 0° C. (ice-bath) under dry N2(g). Acetyl chloride (5.0 mL) was added slowly with stirring and this solution allowed to stir under anhydrous conditions for 2 hours to prepare anhydrous 1.40 M HCl in ethanol. To this solution was added 4-amino-3-hydroxybenzoic acid (2.50 g, 16.32 mmole) and the mixture allowed to stir as above at room temperature overnight. TLC (irrigant=7:1:1:1 ethylacetate:methanol:w... Run at temperature 0 celsius. The reactants are C(C)(=O)Cl (Acetyl chloride), ethyl ester, C(C)OC(C)=O (ethylacetate), Cl (HCl), NC1=C(C=C(C(=O)O)C=C1)O (4-amino-3-hydroxybenzoic acid). Reaction SMILES: [C:1]([Cl:4])(=O)[CH3:2].Cl.[NH2:6][C:7]1[CH:15]=[CH:14][C:10]([C:11]([OH:13])=[O:12])=[CH:9][C:8]=1[OH:16].C(OC(=O)C)C>C(O)C.C(O)(=O)C.O.CO>[ClH:4].[NH2:6][C:7]1[CH:15]=[CH:14][C:10]([C:11]([O:13][CH2:1][CH3:2])=[O:12])=[CH:9][C:8]=1[OH:16] |f:8.9|. Solvent: CO (methanol), C(C)O (ethanol), C(C)(=O)O (acetic acid), O (water), C(C)O (ethanol). The product is Cl.NC1=C(C=C(C(=O)OCC)C=C1)O (4-Amino-3-hydroxybenzoic acid, ethyl ester, hydrochloride salt). Reactants: C1(C=2C(C(=O)O1)=CC=CC2)=O (phthalic anhydride), C(CCCCCCC(C)C)O (isodecyl alcohol). The reagents and catalysts are catalyst. Run in O (water). Conditions: temperature 210 celsius. Product: C(C=1C(C(=O)OCCCCCCCC(C)C)=CC=CC1)(=O)OCCCCCCCC(C)C (diisodecyl phthalate). As a reaction SMILES: [C:1]1(=[O:11])[O:6][C:4](=[O:5])[C:3]2=[CH:7][CH:8]=[CH:9][CH:10]=[C:2]12.[CH2:12]([OH:22])[CH2:13][CH2:14][CH2:15][CH2:16][CH2:17][CH2:18][CH:19]([CH3:21])[CH3:20]>O>[C:4]([O:6][CH2:12][CH2:13][CH2:14][CH2:15][CH2:16][CH2:17][CH2:18][CH:19]([CH3:21])[CH3:20])(=[O:5])[C:3]1[C:2](=[CH:10][CH:9]=[CH:8][CH:7]=1)[C:1]([O:22][CH2:12][CH2:13][CH2:14][CH2:15][CH2:16][CH2:17][CH2:18][CH:19]([CH3:20])[CH3:21])=[O:11]. Procedure details: A standard 1-liter esterification system was charged with 111 g of phthalic anhydride, 284 g of isodecyl alcohol and 0.5 g of catalyst ATC-II. The system was heated to reflux and the temperature was maintained at 210° C. at reduced pressure. At the end of 1.25 hours the water of reaction was collected and the acid number of the residue was measured to be 0.03 mg KOH/g. Heating was discontinued and excess alcohol removed as the pressure was reduced to 100 torr. Adjusting the temperature to 150° C... Yields the product O[C@@H]1[C@@H](N(CC1)C1=CC=C(C#N)C=C1)C (4-[(2S,3S)-3-hydroxy-2-methylpyrrolidin-1-yl]benzonitrile). The reactants are O[C@H]1CC(N[C@H]1C)=O ((4S,5S)-4-hydroxy-5-methylpyrrolidin-2-one), FC1=CC=C(C#N)C=C1 (4-fluorobenzonitrile). RXN SMILES: [OH:1][C@@H:2]1[C@H:6]([CH3:7])[NH:5][C:4](=O)[CH2:3]1.F[C:10]1[CH:17]=[CH:16][C:13]([C:14]#[N:15])=[CH:12][CH:11]=1>>[OH:1][C@H:2]1[CH2:3][CH2:4][N:5]([C:10]2[CH:17]=[CH:16][C:13]([C:14]#[N:15])=[CH:12][CH:11]=2)[C@H:6]1[CH3:7]. Procedure: Using (4S,5S)-4-hydroxy-5-methylpyrrolidin-2-one and 4-fluorobenzonitrile as starting materials, the title compound was obtained by the same manner as shown in Example 2 (reaction time 1 hr). The reactants are N#CCC(N)=O, CC(C)(C)[O-], CN(C)C=O, [Cl-], Nc1cc([N+](=O)[O-])ccc1F, [K+], [NH4+]. Yields the product N#CC(C(N)=O)c1ccc([N+](=O)[O-])cc1N. RXN SMILES: [C:7](#[N:8])[CH2:9][C:10](=[O:11])[NH2:12].[CH3:1][C:2]([CH3:3])([O-:4])[CH3:5].[CH3:26][N:27]([CH3:28])[CH:29]=[O:30].[Cl-:24].[F:13][c:14]1[c:15]([NH2:16])[cH:17][c:18]([N+:21](=[O:22])[O-:23])[cH:19][cH:20]1.[K+:6].[NH4+:25]>>[C:7](#[N:8])[CH:9]([C:10](=[O:11])[NH2:12])[c:14]1[c:15]([NH2:16])[cH:17][c:18]([N+:21](=[O:22])[O-:23])[cH:19][cH:20]1. Reactants: NC=1SC2=C(N1)C=CC(=C2)OC(F)(F)F (2-amino-6-(trifluoromethoxy)-benzothiazole), Cl (HCl). The solvent is CO (methanol). Yields the product Cl.NC=1SC2=C(N1)C=CC(=C2)OC(F)(F)F (2-Amino-6-(trifluoromethoxy)-benzothiazole hydrochloride). RXN SMILES: [NH2:1][C:2]1[S:3][C:4]2[CH:10]=[C:9]([O:11][C:12]([F:15])([F:14])[F:13])[CH:8]=[CH:7][C:5]=2[N:6]=1.[ClH:16]>CO>[ClH:16].[NH2:1][C:2]1[S:3][C:4]2[CH:10]=[C:9]([O:11][C:12]([F:15])([F:13])[F:14])[CH:8]=[CH:7][C:5]=2[N:6]=1 |f:3.4|. Reported procedure: To a solution of 2-amino-6-(trifluoromethoxy)-benzothiazole in methanol (10 ml) is added 37% HCl (1 ml) dropwise, and the precipitate recrystallised from methanol to give quantitative yield of the hydrochloride, as white needles, m.p.: 214-216° C. The reactants are FC=1C=C(CC2=C(N=CO2)C(=O)OC)C=CC1F (5-(3,4-difluorobenzyl)-4-methoxycarbonyloxazole), Cl (HCl). Solvent: CO (methanol). Reaction conditions: temperature 80 celsius. The product is COC(C(C(CC1=CC(=C(C=C1)F)F)=O)N)=O (2-Amino-4-(3,4-difluorophenyl)-3-oxobutyric acid methyl ester). Isolated yield 104.6%. As a reaction SMILES: [F:1][C:2]1[CH:3]=[C:4]([CH:15]=[CH:16][C:17]=1[F:18])[CH2:5][C:6]1[O:10]C=[N:8][C:7]=1[C:11]([O:13][CH3:14])=[O:12].Cl>CO>[CH3:14][O:13][C:11](=[O:12])[CH:7]([NH2:8])[C:6](=[O:10])[CH2:5][C:4]1[CH:15]=[CH:16][C:17]([F:18])=[C:2]([F:1])[CH:3]=1. Reported procedure: To 5-(3,4-difluorobenzyl)-4-methoxycarbonyloxazole (0.100 g, 0.393 mmol) in methanol (5 mL) was added 2 mL of 6N HCl, and the solution heated at 80° C. for 2 hours. The reaction mixture was concentrated to yield 0.100 g (88%) of a solid which was used as such for the subsequent step. Starting materials: [BH4-], CC#N, CC(=O)O, O=CCc1ccccc1, CC(C)O, N#CC#N, CCOC(=O)c1cc2cccc(N)c2n1C, [Na+], [Na+], [OH-]. Yields the product CCOC(=O)c1cc2cccc(NCCc3ccccc3)c2n1C. As a reaction SMILES: [BH4-:26].[CH3:34][C:35]#[N:36].[CH3:37][C:38](=[O:39])[OH:40].[CH:17](=[O:18])[CH2:19][c:20]1[cH:21][cH:22][cH:23][cH:24][cH:25]1.[CH:41]([OH:42])([CH3:43])[CH3:44].[N:27]#[C:28][C:29]#[N:30].[NH2:1][c:2]1[cH:3][cH:4][cH:5][c:6]2[cH:7][c:8]([C:12](=[O:13])[O:14][CH2:15][CH3:16])[n:9]([CH3:11])[c:10]12.[Na+:31].[Na+:33].[OH-:32]>>[NH:1]([c:2]1[cH:3][cH:4][cH:5][c:6]2[cH:7][c:8]([C:12](=[O:13])[O:14][CH2:15][CH3:16])[n:9]([CH3:11])[c:10]12)[CH2:17][CH2:19][c:20]1[cH:21][cH:22][cH:23][cH:24][cH:25]1.